Dataset: the Open Reaction Database (ORD), a public repository of structured organic reaction records. Task: describe an organic reaction: reactants, conditions, products, and yield The reactants are C1CCOC1, O=C(O)C(F)(F)F, COc1ccc(C(Oc2ccc3c(N)nccc3c2)C(=O)OCc2ccccc2)cc1OC. The product is COc1ccc(C(Oc2ccc3c(N)nccc3c2)C(=O)O)cc1OC. RXN SMILES: [CH2:41]1[O:42][CH2:43][CH2:44][CH2:45]1.[F:1][C:2]([F:3])([F:4])[C:5]([OH:6])=[O:7].[NH2:8][c:9]1[n:10][cH:11][cH:12][c:13]2[cH:14][c:15]([O:19][CH:20]([C:21](=[O:22])[O:23][CH2:24][c:25]3[cH:26][cH:27][cH:28][cH:29][cH:30]3)[c:31]3[cH:32][c:33]([O:39][CH3:40])[c:34]([O:37][CH3:38])[cH:35][cH:36]3)[cH:16][cH:17][c:18]12>>[NH2:8][c:9]1[n:10][cH:11][cH:12][c:13]2[cH:14][c:15]([O:19][CH:20]([C:21](=[O:22])[OH:23])[c:31]3[cH:32][c:33]([O:39][CH3:40])[c:34]([O:37][CH3:38])[cH:35][cH:36]3)[cH:16][cH:17][c:18]12. The reactants are [Li]C(C)(C)C (t-BuLi), BrC1=C2N(C3=CC=CC=C13)CN(CC2)C (5-bromo-2-methyl-1,2,3,4-tetrahydropyrimido[1,6-a]indole), C(=O)C1=CC=C(C(=O)OC)C=C1 (methyl 4-formylbenzoate). Solvent: CCOCC (ether). Conditions: time 15 minute. Product: OC(C1=CC=C(C(=O)OC)C=C1)C1=C2N(C3=CC=CC=C13)CN(CC2)C (methyl 4-(hydroxy(2-methyl-1,2,3,4-tetrahydropyrimido[1,6-a]indol-5-yl)methyl)benzoate). Yield: 59.6%. Reaction SMILES: Br[C:2]1[C:10]2[C:5](=[CH:6][CH:7]=[CH:8][CH:9]=2)[N:4]2[CH2:11][N:12]([CH3:15])[CH2:13][CH2:14][C:3]=12.[Li]C(C)(C)C.[CH:21]([C:23]1[CH:32]=[CH:31][C:26]([C:27]([O:29][CH3:30])=[O:28])=[CH:25][CH:24]=1)=[O:22]>CCOCC>[OH:22][CH:21]([C:2]1[C:10]2[C:5](=[CH:6][CH:7]=[CH:8][CH:9]=2)[N:4]2[CH2:11][N:12]([CH3:15])[CH2:13][CH2:14][C:3]=12)[C:23]1[CH:24]=[CH:25][C:26]([C:27]([O:29][CH3:30])=[O:28])=[CH:31][CH:32]=1. Procedure: To a solution of 5-bromo-2-methyl-1,2,3,4-tetrahydropyrimido[1,6-a]indole (0.254 g) in 8 mL of ether cooled at −78° C. was added t-BuLi (1.4 mL, 1.7 M in pentane) dropwise. After attiring at −78° C. for 15 min, a solution of methyl 4-formylbenzoate (0.200 g in 2 mL of ether) was added quickly by a syringe. The reaction mixture was wormed to r.t. over 10 min, and quenched with 10 mL of saturated aqueous solution of NH4Cl, and 20 mL of EtOAc was added. The solid was collected by filtration to give... The reactants are ice water, C1(O)=CC=C(O)C=C1 (hydroquinone), CC(CC)(CCCC(CCCC(C)C)C)O (3,7,11-trimethyldodecan-3-ol), S(O)(O)(=O)=O (sulfuric acid). Solvent: COCCO (methyl Cellosolve). Product: C(C)C(CCCC(CCCC(C)C)C)(C)C1=C(O)C=C(C(=C1)O)C(CCCC(CCCC(C)C)C)(CC)C (2,5-bis(1-ethyl-1,5,9-trimethyldecyl)hydroquinone). Reaction SMILES: [C:1]1([CH:8]=[CH:7][C:5]([OH:6])=[CH:4][CH:3]=1)[OH:2].[CH3:9][C:10](O)([CH2:13][CH2:14][CH2:15][CH:16]([CH3:23])[CH2:17][CH2:18][CH2:19][CH:20]([CH3:22])[CH3:21])[CH2:11][CH3:12].S(=O)(=O)(O)O>COCCO>[CH2:11]([C:10]([C:3]1[CH:4]=[C:5]([OH:6])[C:7]([C:10]([CH3:9])([CH2:11][CH3:12])[CH2:13][CH2:14][CH2:15][CH:16]([CH3:23])[CH2:17][CH2:18][CH2:19][CH:20]([CH3:21])[CH3:22])=[CH:8][C:1]=1[OH:2])([CH3:9])[CH2:13][CH2:14][CH2:15][CH:16]([CH3:23])[CH2:17][CH2:18][CH2:19][CH:20]([CH3:22])[CH3:21])[CH3:12]. Reported procedure: 55 g of hydroquinone and 120 ml of 3,7,11-trimethyldodecan-3-ol were dissolved in 120 ml of methyl Cellosolve. Then, 50 ml of concentrated sulfuric acid (36 N) was added dropwise thereto under stirring and cooling so as to maintain the temperature at 40° C. or less. Subsequently, the reaction mixture was maintained at 50° to 55° C. for 4 hours. The resulting reaction mixture was added to ice-water, and extracted with 500 ml of benzene. The benzene layer was washed with water and, after drying ov...